Dataset: the Open Reaction Database (ORD), a public repository of structured organic reaction records. Task: describe an organic reaction: reactants, conditions, products, and yield The reactants are C(=O)(OCC1C2=CC=CC=C2C2=CC=CC=C12)N=C=S (Fmoc-isothiocyanate), N1CCCCC1 (Piperidine), N[C@H](C(C)C)C1=CC=C(C(=O)NOC2OCCCC2)C=C1 (4-((R)-1-amino-2-methylpropyl)-N-(tetrahydro-2H-pyran-2-yloxy)benzamide), C(C)(C)N(C(C)C)CC (N,N-diisopropylethylamine). Run in C(Cl)Cl (DCM), C(Cl)Cl (DCM). Run at temperature 0 celsius, time 1 hour. The product is CC([C@@H](NC(=S)N)C1=CC=C(C(=O)NOC2OCCCC2)C=C1)C (4-((R)-2-methyl-1-thioureidopropyl)-N-(tetrahydro-2H-pyran-2-yloxy)benzamide). As a reaction SMILES: [NH2:1][C@@H:2]([C:6]1[CH:21]=[CH:20][C:9]([C:10]([NH:12][O:13][CH:14]2[CH2:19][CH2:18][CH2:17][CH2:16][O:15]2)=[O:11])=[CH:8][CH:7]=1)[CH:3]([CH3:5])[CH3:4].C(N(CC)C(C)C)(C)C.C([N:48]=[C:49]=[S:50])(OCC1C2C(=CC=CC=2)C2C1=CC=CC=2)=O.N1CCCCC1>C(Cl)Cl>[CH3:4][CH:3]([CH3:5])[C@H:2]([C:6]1[CH:7]=[CH:8][C:9]([C:10]([NH:12][O:13][CH:14]2[CH2:19][CH2:18][CH2:17][CH2:16][O:15]2)=[O:11])=[CH:20][CH:21]=1)[NH:1][C:49]([NH2:48])=[S:50]. Procedure details: A solution of 4-((R)-1-amino-2-methylpropyl)-N-(tetrahydro-2H-pyran-2-yloxy)benzamide (0.1643 g, 0.562 mmol) and N,N-diisopropylethylamine (0.1 mL, 0.6 mmol) in DCM (2.5 mL) was cooled in an ice bath and added to a solution of Fmoc-isothiocyanate (0.173 g, 0.616 mmol) in DCM (2.5 mL, 38 mmol) cooled at 0° C. in an ice bath. The reaction solution was stirred at rt for 1 h. Piperidine (1.0 mL, 2.0 mmol, 2.0 M in MeOH) was then added and the reaction stirred at rt for an additional 2 h. The reactio...